From a dataset of the Open Reaction Database (ORD), a public repository of structured organic reaction records. describe an organic reaction: reactants, conditions, products, and yield Starting materials: Brc1cccc(Br)n1, CO, [Na]. The product is COc1cccc(Br)n1. RXN SMILES: [Br:2][c:3]1[n:4][c:5]([Br:9])[cH:6][cH:7][cH:8]1.[CH3:10][OH:11].[Na:1]>>[Br:2][c:3]1[n:4][c:5]([O:11][CH3:10])[cH:6][cH:7][cH:8]1.